From a dataset of the Open Reaction Database (ORD), a public repository of structured organic reaction records. describe an organic reaction: reactants, conditions, products, and yield Procedure: The title compound is prepared from N,N'-1,2-phenylenedimaleimide and 4-benzoyloxy-1-hydroxy-2,2,6,6-tetramethylpiperidine according to the general procedure of Example 6. The reactants are C1(=C(C=CC=C1)N1C(C=CC1=O)=O)N1C(C=CC1=O)=O (N,N'-1,2-phenylenedimaleimide), C(C1=CC=CC=C1)(=O)OC1CC(N(C(C1)(C)C)O)(C)C (4-benzoyloxy-1-hydroxy-2,2,6,6-tetramethylpiperidine). Product: C(C1=CC=CC=C1)(=O)OC1CC(N(C(C1)(C)C)OC1CC(=O)N(C1=O)C1=C(C=CC=C1)N1C(CC(C1=O)ON1C(CC(CC1(C)C)OC(C1=CC=CC=C1)=O)(C)C)=O)(C)C (1,2-Bis[3-(4-benzoyloxy-2,2,6,6-tetramethylpiperidin-1-yloxy)-succinimido]benzene). RXN SMILES: [C:1]1([N:14]2[C:18](=[O:19])[CH:17]=[CH:16][C:15]2=[O:20])[CH:6]=[CH:5][CH:4]=[CH:3][C:2]=1[N:7]1[C:11](=[O:12])[CH:10]=[CH:9][C:8]1=[O:13].[C:21]([O:29][CH:30]1[CH2:35][C:34]([CH3:37])([CH3:36])[N:33]([OH:38])[C:32]([CH3:40])([CH3:39])[CH2:31]1)(=[O:28])[C:22]1[CH:27]=[CH:26][CH:25]=[CH:24][CH:23]=1>>[C:21]([O:29][CH:30]1[CH2:31][C:32]([CH3:40])([CH3:39])[N:33]([O:38][CH:10]2[C:11](=[O:12])[N:7]([C:2]3[CH:3]=[CH:4][CH:5]=[CH:6][C:1]=3[N:14]3[C:18](=[O:19])[CH:17]([O:38][N:33]4[C:34]([CH3:37])([CH3:36])[CH2:35][CH:30]([O:29][C:21](=[O:28])[C:22]5[CH:27]=[CH:26][CH:25]=[CH:24][CH:23]=5)[CH2:31][C:32]4([CH3:40])[CH3:39])[CH2:16][C:15]3=[O:20])[C:8](=[O:13])[CH2:9]2)[C:34]([CH3:36])([CH3:37])[CH2:35]1)(=[O:28])[C:22]1[CH:23]=[CH:24][CH:25]=[CH:26][CH:27]=1. Reactants: CC(NC(=O)OC(C)(C)C)C(=O)NCc1cc(-n2nc(C(F)(F)F)cc2C(=O)O)cs1, ClCCCl, COc1ccccc1C(=O)NN, CN(C)c1ccncc1, ClCCl. Product: COc1ccccc1C(=O)NNC(=O)c1cc(C(F)(F)F)nn1-c1csc(CNC(=O)C(C)NC(=O)OC(C)(C)C)c1. As a reaction SMILES: [C:13]([CH3:14])([CH3:15])([CH3:16])[O:17][C:18](=[O:19])[NH:20][CH:21]([C:22](=[O:23])[NH:24][CH2:25][c:26]1[cH:27][c:28](-[n:31]2[n:32][c:33]([C:39]([F:40])([F:41])[F:42])[cH:34][c:35]2[C:36](=[O:37])[OH:38])[cH:29][s:30]1)[CH3:43].[CH2:44]([Cl:45])[CH2:46][Cl:47].[CH3:1][O:2][c:3]1[c:4]([C:5](=[O:6])[NH:7][NH2:8])[cH:9][cH:10][cH:11][cH:12]1.[CH3:51][N:52]([c:53]1[cH:54][cH:55][n:56][cH:57][cH:58]1)[CH3:59].[Cl:48][CH2:49][Cl:50]>>[CH3:1][O:2][c:3]1[c:4]([C:5](=[O:6])[NH:7][NH:8][C:36]([c:35]2[n:31](-[c:28]3[cH:27][c:26]([CH2:25][NH:24][C:22]([CH:21]([NH:20][C:18]([O:17][C:13]([CH3:14])([CH3:15])[CH3:16])=[O:19])[CH3:43])=[O:23])[s:30][cH:29]3)[n:32][c:33]([C:39]([F:40])([F:41])[F:42])[cH:34]2)=[O:37])[cH:9][cH:10][cH:11][cH:12]1.